The task is: describe an organic reaction: reactants, conditions, products, and yield. This data is from the Open Reaction Database (ORD), a public repository of structured organic reaction records. Starting materials: C(=O)C=1C=NC=CC1C=1C=C(C#N)C=CC1 (3-(3-formyl-pyridin-4-yl)-benzonitrile), FC=1C=C(C=CC1C)[Mg]Br (3-fluoro-4-methylphenylmagnesium bromide). Run in C1CCOC1 (THF), C1CCOC1 (THF). Product: FC=1C=C(C=CC1C)C(C=1C=NC=CC1C=1C=C(C#N)C=CC1)O (3-{3-[(3-fluoro-4-methyl-phenyl)-hydroxy-methyl]-pyridin-4-yl}-benzonitrile). Reaction SMILES: [CH:1]([C:3]1[CH:4]=[N:5][CH:6]=[CH:7][C:8]=1[C:9]1[CH:10]=[C:11]([CH:14]=[CH:15][CH:16]=1)[C:12]#[N:13])=[O:2].[F:17][C:18]1[CH:19]=[C:20]([Mg]Br)[CH:21]=[CH:22][C:23]=1[CH3:24]>C1COCC1>[F:17][C:18]1[CH:19]=[C:20]([CH:1]([OH:2])[C:3]2[CH:4]=[N:5][CH:6]=[CH:7][C:8]=2[C:9]2[CH:10]=[C:11]([CH:14]=[CH:15][CH:16]=2)[C:12]#[N:13])[CH:21]=[CH:22][C:23]=1[CH3:24]. Reported procedure: To a solution of 3-(3-formyl-pyridin-4-yl)-benzonitrile (41 mg, 0.20 mmol) in THF (2 mL) at −78° C. was added 0.5 M 3-fluoro-4-methylphenylmagnesium bromide in THF (0.8 mL). The reaction mixture was quenched with ammonium chloride and extracted with ethyl acetate. The organic layer was dried over sodium sulfate, concentrated, and the residue purified by flash chromatography eluted with 5% methanol in dichloromethane to yield 3-{3-[(3-fluoro-4-methyl-phenyl)-hydroxy-methyl]-pyridin-4-yl}-benzonit... The yield is 90.0%. Solvent: CO (MeOH), CS(=O)C (DMSO), C(C)#N (acetonitrile), CCOC(=O)C (EtOAc). Conditions: time 20 minute. Procedure details: To a solution of (R)-tert-butyl 1-(6-cyano-5-(4-(morpholine-4-carbonyl)phenylamino)pyridin-3-yl)piperidin-3-ylcarbamate (96) in MeOH (15 mL) and DMSO (1.5 mL) was added solid NaOH (100 mg) and 30% H2O2 (1.5 mL). The mixture was stirred at RT for 20 min, diluted with acetonitrile (5 mL), and EtOAc (200 mL) 10 min later. The organic phase was washed with water ×2, dried, and concentrated in vacuo. The residue was subjected to flash column chromatography with 0 to 5% MeOH in DCM to give (R)-tert-bu... Product: C(N)(=O)C1=C(C=C(C=N1)N1C[C@@H](CCC1)NC(OC(C)(C)C)=O)NC1=CC=C(C=C1)C(=O)N1CCOCC1 ((R)-tert-butyl 1-(6-carbamoyl-5-(4-(morpholine-4-carbonyl)phenylamino)pyridin-3-yl)piperidin-3-ylcarbamate). The reactants are C(#N)C1=C(C=C(C=N1)N1C[C@@H](CCC1)NC(OC(C)(C)C)=O)NC1=CC=C(C=C1)C(=O)N1CCOCC1 ((R)-tert-butyl 1-(6-cyano-5-(4-(morpholine-4-carbonyl)phenylamino)pyridin-3-yl)piperidin-3-ylcarbamate), [OH-].[Na+] (NaOH), OO (H2O2). As a reaction SMILES: [C:1]([C:3]1[N:8]=[CH:7][C:6]([N:9]2[CH2:14][CH2:13][CH2:12][C@@H:11]([NH:15][C:16](=[O:22])[O:17][C:18]([CH3:21])([CH3:20])[CH3:19])[CH2:10]2)=[CH:5][C:4]=1[NH:23][C:24]1[CH:29]=[CH:28][C:27]([C:30]([N:32]2[CH2:37][CH2:36][O:35][CH2:34][CH2:33]2)=[O:31])=[CH:26][CH:25]=1)#[N:2].[OH-:38].[Na+].OO>CO.CS(C)=O.C(#N)C.CCOC(C)=O>[C:1]([C:3]1[N:8]=[CH:7][C:6]([N:9]2[CH2:14][CH2:13][CH2:12][C@@H:11]([NH:15][C:16](=[O:22])[O:17][C:18]([CH3:21])([CH3:20])[CH3:19])[CH2:10]2)=[CH:5][C:4]=1[NH:23][C:24]1[CH:29]=[CH:28][C:27]([C:30]([N:32]2[CH2:33][CH2:34][O:35][CH2:36][CH2:37]2)=[O:31])=[CH:26][CH:25]=1)(=[O:38])[NH2:2] |f:1.2|.